This data is from the Open Reaction Database (ORD), a public repository of structured organic reaction records. The task is: describe an organic reaction: reactants, conditions, products, and yield The reactants are COC(=O)c1cc(-c2cccc(OC(F)F)c2)n[nH]1, CCO, Cl, COC(=O)C(O)=CC(=O)c1cccc(OC(F)F)c1, NN. Product: O=C(O)c1cc(-c2cccc(OC(F)F)c2)n[nH]1. Reaction SMILES: [CH3:1][O:2][C:3](=[O:4])[c:5]1[nH:6][n:7][c:8](-[c:10]2[cH:11][c:12]([O:16][CH:17]([F:18])[F:19])[cH:13][cH:14][cH:15]2)[cH:9]1.[CH3:42][CH2:43][OH:44].[ClH:39].[F:20][CH:21]([F:22])[O:23][c:24]1[cH:25][c:26]([C:27](=[O:28])[CH:29]=[C:30]([OH:31])[C:32]([O:33][CH3:34])=[O:35])[cH:36][cH:37][cH:38]1.[NH2:40][NH2:41]>>[O:2]=[C:3]([OH:4])[c:5]1[nH:6][n:7][c:8](-[c:10]2[cH:11][c:12]([O:16][CH:17]([F:18])[F:19])[cH:13][cH:14][cH:15]2)[cH:9]1. Reactants: CCOC(=O)c1nc(C)oc1-c1cccc(F)c1, CCO, [Na+], [OH-]. Reaction SMILES: [CH2:1]([CH3:2])[O:3][C:4](=[O:5])[c:6]1[n:7][c:8]([CH3:18])[o:9][c:10]1-[c:11]1[cH:12][c:13]([F:17])[cH:14][cH:15][cH:16]1.[CH3:21][CH2:22][OH:23].[Na+:20].[OH-:19]>>[O:3]=[C:4]([OH:5])[c:6]1[n:7][c:8]([CH3:18])[o:9][c:10]1-[c:11]1[cH:12][c:13]([F:17])[cH:14][cH:15][cH:16]1. The product is Cc1nc(C(=O)O)c(-c2cccc(F)c2)o1. The product is C(=O)N1CCC(CC1)(F)C1=C(C=C(C=C1)N1C(O[C@H](C1)CNC(C)=O)=O)F ((S)-(−)-N-[[3-[4-[1-Formyl-4-fluoro-4-piperidinyl]-3-fluorophenyl]-2-oxo-5-oxazolidinyl]methyl]acetamide). As a reaction SMILES: [O:1]=[C:2]1[N:6]([C:7]2[CH:12]=[CH:11][C:10]([C:13]3([F:19])[CH2:18][CH2:17][NH:16][CH2:15][CH2:14]3)=[C:9]([F:20])[CH:8]=2)[CH2:5][C@H:4]([CH2:21][NH:22][C:23](=[O:25])[CH3:24])[O:3]1.Cl.CN(C)CCCN=C=NCC.[CH:38](O)=[O:39]>O1CCCC1.O.C(Cl)Cl>[CH:38]([N:16]1[CH2:17][CH2:18][C:13]([C:10]2[CH:11]=[CH:12][C:7]([N:6]3[CH2:5][C@H:4]([CH2:21][NH:22][C:23](=[O:25])[CH3:24])[O:3][C:2]3=[O:1])=[CH:8][C:9]=2[F:20])([F:19])[CH2:14][CH2:15]1)=[O:39] |f:1.2|. The reactants are O=C1O[C@H](CN1C1=CC(=C(C=C1)C1(CCNCC1)F)F)CNC(C)=O ((S)-N-[[2-Oxo-3-[4-(4-fluoro-4piperidinyl)-3-fluorophenyl]-5-oxazolidinyl]methyl]acetamide), Cl.CN(CCCN=C=NCC)C (1-(3-dimethylaminopropyl)-3-ethylcarbodiimide hydrochloride), C(=O)O (formic acid). Run at time 6 hour. Procedure: A mixture of (S)-3-N-[[2-oxo-3-[4-(4-fluoro-4-piperidinyl)-3-fluorophenyl]-5-oxazolidinyl]methyl]acetamide (EXAMPLE 74, Step 5, 205 mg), 1-(3-dimethylaminopropyl)-3-ethylcarbodiimide hydrochloride (145 mg) and formic acid (28 μL) in dry tetrahydrofuran (11.6 mL) is diluted with water to solubilize all reactants and stirred at ambient temperature for 6 hrs. The reaction is then diluted with methylene chloride (30 mL), washed with water (20 mL) and saline (20 mL), dried over anhydrous sodium sulfa... The solvent is O1CCCC1 (tetrahydrofuran), O (water), C(Cl)Cl (methylene chloride). Starting materials: BrCCCCCCC(C(C(C)=O)=CC1=CC(=CC=C1)[N+](=O)[O-])=O (1-bromo-8-(3-nitrophenyl-methylene)-7,9-decanedione), NC(C)=CC(C)=O (2-amino-2-penten-4-one). The solvent is CO (methanol). Product: C(C)(=O)C1=C(NC(=C(C1C1=CC(=CC=C1)[N+](=O)[O-])C(C)=O)C)CCCCCCBr (3,5-Diacetyl-1,4-dihydro-2-(6-bromohexyl)-6-methyl-4-(3-nitrophenyl)-pyridine). RXN SMILES: [Br:1][CH2:2][CH2:3][CH2:4][CH2:5][CH2:6][CH2:7][C:8](=O)[C:9](=[CH:13][C:14]1[CH:19]=[CH:18][CH:17]=[C:16]([N+:20]([O-:22])=[O:21])[CH:15]=1)[C:10](=[O:12])[CH3:11].[NH2:24][C:25](=[CH:27][C:28](=[O:30])[CH3:29])[CH3:26]>CO>[C:10]([C:9]1[CH:13]([C:14]2[CH:19]=[CH:18][CH:17]=[C:16]([N+:20]([O-:22])=[O:21])[CH:15]=2)[C:27]([C:28](=[O:30])[CH3:29])=[C:25]([CH3:26])[NH:24][C:8]=1[CH2:7][CH2:6][CH2:5][CH2:4][CH2:3][CH2:2][Br:1])(=[O:12])[CH3:11]. Procedure: 45 g (0.14 mol) 1-bromo-8-(3-nitrophenyl-methylene)-7,9-decanedione and 28 g (0.28 mol) 2-amino-2-penten-4-one are boiled under reflux in 300 ml methanol for 24 h. The mixture is concentrated and the residue is prepurified by chromatography with toluene/acetone=99/1. The product thus obtained is chromatographed again over silica gel with toluene/ethyl acetate=8/2The title compound is obtained as a yellow oil. Yield: 10.3 g (16%).